From a dataset of the Open Reaction Database (ORD), a public repository of structured organic reaction records. describe an organic reaction: reactants, conditions, products, and yield Starting materials: C[C@@H]1[C@@H](CC(C(N1CC(F)(F)F)=O)NC(OC(C)(C)C)=O)C1=C(C=CC=C1)C (tert-Butyl ((5S,6R)-6-methyl-2-oxo-5-(o-tolyl)-1-(2,2,2-trifluoroethyl)piperidin-3-yl)carbamate), Cl (HCl), CC1=CC=C(C(=O)O)C=C1 (4-methylbenzoic acid). The reagents and catalysts are OC1=C(C=O)C=C(C=C1)[N+](=O)[O-] (2-hydroxy-5-nitrobenzaldehyde). The solvent is C1CCOC1 (THF). Conditions: temperature 50 celsius, time 5 hour. Product: CC1=CC=C(C(=O)[O-])C=C1.C[C@@H]1[C@@H](C[C@@H](C(N1CC(F)(F)F)=O)[NH3+])C1=C(C=CC=C1)C ((3S,5S,6R)-6-Methyl-2-oxo-5-(o-tolyl)-1-(2,2,2-trifluoroethyl)piperidin-3-aminium 4-methylbenzoate). Isolated yield 43.5%. RXN SMILES: [CH3:1][C@H:2]1[N:7]([CH2:8][C:9]([F:12])([F:11])[F:10])[C:6](=[O:13])[CH:5]([NH:14]C(=O)OC(C)(C)C)[CH2:4][C@H:3]1[C:22]1[CH:27]=[CH:26][CH:25]=[CH:24][C:23]=1[CH3:28].Cl.[CH3:30][C:31]1[CH:39]=[CH:38][C:34]([C:35]([OH:37])=[O:36])=[CH:33][CH:32]=1>C1COCC1.OC1C=CC([N+]([O-])=O)=CC=1C=O>[CH3:30][C:31]1[CH:39]=[CH:38][C:34]([C:35]([O-:37])=[O:36])=[CH:33][CH:32]=1.[CH3:1][C@H:2]1[N:7]([CH2:8][C:9]([F:11])([F:12])[F:10])[C:6](=[O:13])[C@@H:5]([NH3+:14])[CH2:4][C@H:3]1[C:22]1[CH:27]=[CH:26][CH:25]=[CH:24][C:23]=1[CH3:28] |f:5.6|. Procedure details: To a solution of 38 (2.0 g, 5.0 mol) in THF (10 mL) was added 6N HCl (10 mL, 59.9 mmol) dropwise. The reaction was aged at 20-25° C. for 5 h then concentrated to remove THF. The residue was diluted with MTBE and basified with K2CO3. A total of 3 mL of H2O was added to dissolve all solids. The organic layer was separated, washed with brine, and solvent-switched to IPAC. To one-third of the organic layer was added 4-methylbenzoic acid (0.27 g, 2.00 mmol). The solution was heated to 50° C. and 2-hy... Starting materials: COC=1C=CC=2C(C3=CC=CC=C3OC2C1)=O (3-methoxyxanthone), 2,4,6-trimethoxy-2'-hydroxyphenone, 4, COC1=CC(=C(C(=O)C2=C(C=CC=C2)OC)C(=C1)OC)O (4, 6-Dimethoxy-2-hydroxy-2'-methoxybenzophenone). The product is COC1=CC(=CC=2OC3=CC=CC=C3C(C12)=O)OC (1,3-dimethoxyxanthone). The yield is 83.0%. As a reaction SMILES: COC1C=CC2C(=O)C3C(OC=2C=1)=CC=CC=3.[CH3:18][O:19][C:20]1[CH:35]=[C:34]([O:36][CH3:37])[C:23]([C:24]([C:26]2[CH:31]=[CH:30][CH:29]=[CH:28][C:27]=2OC)=[O:25])=[C:22]([OH:38])[CH:21]=1>>[CH3:37][O:36][C:34]1[C:23]2[C:24](=[O:25])[C:26]3[C:27](=[CH:28][CH:29]=[CH:30][CH:31]=3)[O:38][C:22]=2[CH:21]=[C:20]([O:19][CH3:18])[CH:35]=1. Reported procedure: Based on the method of producing 3-methoxyxanthone (5M), 2.20 g (7.75 mmol) of 4 6-dimethoxy-2-hydroxy-2'-methoxybenzophenone (11a) and 2,4,6-trimethoxy-2'-hydroxyphenone (11b) were reacted to give 1.65g (6.45 mmol) of 1,3-dimethoxyxanthone (12M) as colorless powder. The yield was 83%. The physical properties of the compound were measured and are listed below.